Dataset: the Open Reaction Database (ORD), a public repository of structured organic reaction records. Task: describe an organic reaction: reactants, conditions, products, and yield Reactants: NC(C)(C)C1=CC=C(C(=O)OC)C=C1 (methyl 4-(1-amino-1-methylethyl)benzoate), ClCCCS(=O)(=O)Cl (3-chloropropane-1-sulfonyl chloride). Procedure details: Using methyl 4-(1-amino-1-methylethyl)benzoate (570 mg) and 3-chloropropane-1-sulfonyl chloride (0.47 mL) and by the reaction and treatment in the same manner as in Preparation Example 17, the title compound (862 mg) was obtained. RXN SMILES: [NH2:1][C:2]([C:5]1[CH:14]=[CH:13][C:8]([C:9]([O:11][CH3:12])=[O:10])=[CH:7][CH:6]=1)([CH3:4])[CH3:3].Cl[CH2:16][CH2:17][CH2:18][S:19](Cl)(=[O:21])=[O:20]>>[O:20]=[S:19]1(=[O:21])[CH2:18][CH2:17][CH2:16][N:1]1[C:2]([C:5]1[CH:14]=[CH:13][C:8]([C:9]([O:11][CH3:12])=[O:10])=[CH:7][CH:6]=1)([CH3:3])[CH3:4]. Product: O=S1(N(CCC1)C(C)(C)C1=CC=C(C(=O)OC)C=C1)=O (methyl 4-[1-(1,1-dioxo-1λ6-isothiazolidin-2-yl)-1-methylethyl]benzoate). Reactants: BrCC1=NOC2=C1C=CC(=C2)OC2=C(C#N)C=C(C=C2)F (2-(3-bromomethylbenzo[d]isoxazol-6-yloxy)-5-fluorobenzonitrile), N1CCCC1 (pyrrolidine). Solvent: ClCCl (dichloromethane). Conditions: time 2 hour. Product: FC=1C=CC(=C(C#N)C1)OC1=CC2=C(C(=NO2)CN2CCCC2)C=C1 (5-fluoro-2-(3-pyrrolidin-1-ylmethyl-benzo[d] isoxazol-6-yloxy)-benzonitrile). Yield: 94.0%. As a reaction SMILES: Br[CH2:2][C:3]1[C:7]2[CH:8]=[CH:9][C:10]([O:12][C:13]3[CH:20]=[CH:19][C:18]([F:21])=[CH:17][C:14]=3[C:15]#[N:16])=[CH:11][C:6]=2[O:5][N:4]=1.[NH:22]1[CH2:26][CH2:25][CH2:24][CH2:23]1>ClCCl>[F:21][C:18]1[CH:19]=[CH:20][C:13]([O:12][C:10]2[CH:9]=[CH:8][C:7]3[C:3]([CH2:2][N:22]4[CH2:26][CH2:25][CH2:24][CH2:23]4)=[N:4][O:5][C:6]=3[CH:11]=2)=[C:14]([CH:17]=1)[C:15]#[N:16]. Reported procedure: 2-(3-Bromomethylbenzo[d]isoxazol-6-yloxy)-5-fluorobenzonitrile (4v) (0.295 g, 0.850 mmol) was dissolved in dichloromethane and pyrrolidine was added dropwise (0.18 g, 2.5 mmol). After 2 hours, the reaction was concentrated and partitioned between NaHCO3 (15 mL) and EtOAc (30 mL). The aqueous layer was back extracted with EtOAc and the organic fractions were combined, washed with brine and dried (MgSO4) to provide compound (5v) (0.27 g, 94%) which was used without further purification. 1H NMR (40...